Dataset: the Open Reaction Database (ORD), a public repository of structured organic reaction records. Task: describe an organic reaction: reactants, conditions, products, and yield The reactants are COC=1C=C2CCOC(C2=CC1)(C(F)(F)F)C (6-methoxy-1-methyl-1trifluoromethylisochroman), COC(Cl)Cl (dichloromethyl methyl ether). Reagents/catalysts: [Ti](Cl)(Cl)(Cl)Cl (titanium(IV) chloride). Solvent: ClCCl (dichloromethane), ClCCl (dichloromethane). Conditions: temperature -78 celsius, time 15 minute. Yields the product COC=1C=C2CCOC(C2=CC1C=O)(C(F)(F)F)C (6-Methoxy-1-methyl-1-trifluoromethylisochroman-7-carbaldehyde). Isolated yield 48.3%. RXN SMILES: [CH3:1][O:2][C:3]1[CH:4]=[C:5]2[C:10](=[CH:11][CH:12]=1)[C:9]([CH3:17])([C:13]([F:16])([F:15])[F:14])[O:8][CH2:7][CH2:6]2.[CH3:18][O:19]C(Cl)Cl>ClCCl.[Ti](Cl)(Cl)(Cl)Cl>[CH3:1][O:2][C:3]1[CH:4]=[C:5]2[C:10](=[CH:11][C:12]=1[CH:18]=[O:19])[C:9]([CH3:17])([C:13]([F:16])([F:14])[F:15])[O:8][CH2:7][CH2:6]2. Reported procedure: To a stirred solution of 6-methoxy-1-methyl-1trifluoromethylisochroman (460 mg) in dry dichloromethane (5 ml) was added titanium(IV) chloride under nitrogen at −78° C. After 15 minutes, to the yellow solution was added a solution of dichloromethyl methyl ether in dry dichloromethane at the same temperature. The reaction mixture was stirred at −78° C. for one hour, poured onto ice water, and stirred at room temperature for 30 minutes. The aqueous layer was extracted with methylene chloride. The e...